Dataset: the Open Reaction Database (ORD), a public repository of structured organic reaction records. Task: describe an organic reaction: reactants, conditions, products, and yield Starting materials: COC1=CCC2C(CCC2OC(C)=O)C1, CO, Cl. The product is CC(=O)OC1CCC2CC(=O)CCC21. Reaction SMILES: [C:2]([CH3:3])(=[O:4])[O:5][CH:6]1[CH:7]2[CH2:8][CH:9]=[C:10]([O:15][CH3:16])[CH2:11][CH:12]2[CH2:13][CH2:14]1.[CH3:17][OH:18].[ClH:1]>>[C:2]([CH3:3])(=[O:4])[O:5][CH:6]1[CH:7]2[CH2:8][CH2:9][C:10](=[O:15])[CH2:11][CH:12]2[CH2:13][CH2:14]1.